The task is: describe an organic reaction: reactants, conditions, products, and yield. This data is from the Open Reaction Database (ORD), a public repository of structured organic reaction records. Starting materials: C(C1=CC=CC=C1)N1C[C@@H](CC1)O ((R)-(+)-1-benzyl-3-pyrrolidinol), CC1(C2CCC1(C(=O)C2)CS(=O)(=O)O)C (D-camphor-10-sulfonic acid). Run in CH2Cl2, CH2Cl2, O1CCCC=C1 (3,4-dihydro-2H-pyran). Conditions: time 14 hour. Product: C(C1=CC=CC=C1)N1C[C@@H](CC1)OC1OCCCC1 (1-Benzyl-3-(R)-tetrahydropyranyloxypyrrolidine). The yield is 120.0%. Reaction SMILES: [CH2:1]([N:8]1[CH2:12][CH2:11][C@@H:10]([OH:13])[CH2:9]1)[C:2]1[CH:7]=[CH:6][CH:5]=[CH:4][CH:3]=1.C[C:15]1(C)[C:19]2(CS(O)(=O)=O)[C:20](C[CH:16]1[CH2:17]C2)=[O:21]>O1C=CCCC1>[CH2:1]([N:8]1[CH2:12][CH2:11][C@@H:10]([O:13][CH:20]2[CH2:19][CH2:15][CH2:16][CH2:17][O:21]2)[CH2:9]1)[C:2]1[CH:3]=[CH:4][CH:5]=[CH:6][CH:7]=1. Reported procedure: To a stirred solution of (R)-(+)-1-benzyl-3-pyrrolidinol (5.00 g, 28 mmol) and D-camphor-10-sulfonic acid (6.97 g, 30 mmol) in CH2Cl2 (10 ml) was added 3,4-dihydro-2H-pyran (20 ml) at rt and the reaction mixture was stirred for 14 h (in most cases, the reaction was completed after exothermic reaction subsided). The reaction mixture was diluted with CH2Cl2 (100 ml), washed with saturated NaHCO3 aqueous solution, dried (Na2SO4), and concentrated to give brown oil. This was purified by column chrom... Run in N1=CC=CC=C1 (pyridine). Reactants: C(C)C1OC2=C(NC1=O)C=CC=C2 (2-ethyl-1,4-benzoxazin-3-one), P12(=S)SP3(=S)SP(=S)(S1)SP(=S)(S2)S3 (phosphorus pentasulfide). As a reaction SMILES: [CH2:1]([CH:3]1[C:8](=O)[NH:7][C:6]2[CH:10]=[CH:11][CH:12]=[CH:13][C:5]=2[O:4]1)[CH3:2].P12(SP3(SP(SP(S3)(S1)=S)(=S)S2)=S)=[S:15]>N1C=CC=CC=1>[CH2:1]([CH:3]1[C:8](=[S:15])[NH:7][C:6]2[CH:10]=[CH:11][CH:12]=[CH:13][C:5]=2[O:4]1)[CH3:2]. Reported procedure: 0.25 g of 2-ethyl-1,4-benzoxazin-3-one is stirred in 2 ml of pyridine with 95 mg of phosphorus pentasulfide. The reaction is completed by reflux-boiling. It is poured onto water, extracted with ethyl acetate, and the organic phase is washed with brine. It is dried with magnesium sulfate and concentrated by evaporation. After column chromatography with hexane/ethyl acetate, 220 mg of product results. The yield is 532.7%. Product: C(C)C1OC2=C(NC1=S)C=CC=C2 (2-Ethyl-1,4-benzoxazine-3-thione). The product is ClC=1N=C(C2=C(N1)N(C=C2C2=CC1=C(N=C(O1)C)C=C2)COCC[Si](C)(C)C)OC2(CCC2)C (6-(2-Chloro-4-(1-methylcyclobutoxy)-7-((2-(trimethylsilyl)-ethoxy)methyl)-7H-pyrrolo[2,3-d]pyrimidin-5-yl)-2-methylbenzo[d]oxazole). As a reaction SMILES: [Cl:1][C:2]1[N:3]=[C:4]([O:20][C:21]2([CH3:25])[CH2:24][CH2:23][CH2:22]2)[C:5]2[C:10](I)=[CH:9][N:8]([CH2:12][O:13][CH2:14][CH2:15][Si:16]([CH3:19])([CH3:18])[CH3:17])[C:6]=2[N:7]=1.[CH3:26][C:27]1[O:28][C:29]2[CH:35]=[C:34](B3OC(C)(C)C(C)(C)O3)[CH:33]=[CH:32][C:30]=2[N:31]=1.P([O-])([O-])([O-])=O.[K+].[K+].[K+].O1CCOCC1>O>[Cl:1][C:2]1[N:3]=[C:4]([O:20][C:21]2([CH3:25])[CH2:24][CH2:23][CH2:22]2)[C:5]2[C:10]([C:34]3[CH:33]=[CH:32][C:30]4[N:31]=[C:27]([CH3:26])[O:28][C:29]=4[CH:35]=3)=[CH:9][N:8]([CH2:12][O:13][CH2:14][CH2:15][Si:16]([CH3:19])([CH3:18])[CH3:17])[C:6]=2[N:7]=1 |f:2.3.4.5|. Isolated yield 49.0%. Reported procedure: To a degassed mixture of 2-chloro-5-iodo-4-(1-methylcyclobutoxy)-7-((2-(trimethylsilyl)ethoxy)methyl)-7H-pyrrolo[2,3-d]pyrimidine (1 equiv), 2-methyl-6-(4,4,5,5-tetramethyl-1,3,2-dioxaborolan-2-yl)benzo[d]oxazole (1.1 equiv) and tripotassium phosphate trihydrorate (3.0 equiv) in a 9:1 mixture of 1,4-dioxane and water (0.45 M) was added palladium 1,1-bis(diphenylphosphion)-ferrocene dicholoride (0.1 equiv). The reaction mixture was stirred at 70° C. for 2 h. The reaction mixture was cooled to roo... Run at temperature 70 celsius, time 2 hour. Run in O (water). Starting materials: ClC=1N=C(C2=C(N1)N(C=C2I)COCC[Si](C)(C)C)OC2(CCC2)C (2-chloro-5-iodo-4-(1-methylcyclobutoxy)-7-((2-(trimethylsilyl)ethoxy)methyl)-7H-pyrrolo[2,3-d]pyrimidine), CC=1OC2=C(N1)C=CC(=C2)B2OC(C(O2)(C)C)(C)C (2-methyl-6-(4,4,5,5-tetramethyl-1,3,2-dioxaborolan-2-yl)benzo[d]oxazole), P(=O)([O-])([O-])[O-].[K+].[K+].[K+] (tripotassium phosphate), O1CCOCC1 (1,4-dioxane), palladium 1,1-bis(diphenylphosphion)-ferrocene. Starting materials: Cl.Cl.OC1(CCCCC1)C1(C(C=CC=C1)(OC(F)(F)F)CCN1CCN(CC1)C)O (1-(1-hydroxycyclohexyl)-2-(4-methylpiperazin-1-ylethyl]-2-(trifluoromethoxy)phenol dihydrochloride), Cl.Cl.OC1(CCCCC1)C(CN1CCNCC1)C1=CC(=C(C=C1)O)OC(F)(F)F (4-[1-(1-hydroxycyclohexyl)-2-piperazin-1-ylethyl]-2-(trifluoromethoxy)phenol dihydrochloride). Yields the product Cl.Cl.OC1(CCCCC1)C(CN1CCN(CC1)C)C1=CC(=C(C=C1)O)OC(F)(F)F (4-[1-(1-hydroxycyclohexyl)-2-(4-methylpiperazin-1-yl)ethyl]-2-(trifluoromethoxy)phenol dihydrochloride). Reaction SMILES: [ClH:1].Cl.OC1([C:10]2(O)[CH:15]=[CH:14][CH:13]=[CH:12][C:11]2([CH2:21][CH2:22][N:23]2[CH2:28][CH2:27][N:26]([CH3:29])[CH2:25][CH2:24]2)[O:16]C(F)(F)F)CCCCC1.Cl.Cl.OC1(C([C:48]2[CH:53]=[CH:52][C:51]([OH:54])=[C:50]([O:55][C:56]([F:59])([F:58])[F:57])[CH:49]=2)CN2CCNCC2)CCCCC1>>[ClH:1].[ClH:1].[OH:16][C:11]1([CH:21]([C:48]2[CH:53]=[CH:52][C:51]([OH:54])=[C:50]([O:55][C:56]([F:57])([F:59])[F:58])[CH:49]=2)[CH2:22][N:23]2[CH2:24][CH2:25][N:26]([CH3:29])[CH2:27][CH2:28]2)[CH2:10][CH2:15][CH2:14][CH2:13][CH2:12]1 |f:0.1.2,3.4.5,6.7.8|. Reported procedure: In an analogous manner to Example 24, 4-[1-(1-hydroxycyclohexyl)-2-(4-methylpiperazin-1-ylethyl]-2-(trifluoromethoxy)phenol dihydrochloride was prepared from 4-[1-(1-hydroxycyclohexyl)-2-piperazin-1-ylethyl]-2-(trifluoromethoxy)phenol dihydrochloride (see Example 400). MS (ESI) m/z 403; HRMS: calcd for C20H29F3N2O3+H+, 403.22030. found (ESI, [M+H]+), 403.2201. The product is NC1=NC2=C(C=3C=C(C=NC13)CCC1=C(C=C(C=C1)OC)C)C=CC(=C2)/C=C/P(O)(O)=O ((E)-2-(5-amino-2-(4-methoxy-2-methylphenethyl)benzo[f][1,7]naphthyridin-8-yl)vinylphosphonic acid). Run in C(Cl)Cl (DCM). Reaction SMILES: [NH2:1][C:2]1[C:11]2[N:10]=[CH:9][C:8]([CH2:12][CH2:13][C:14]3[CH:19]=[CH:18][C:17]([O:20][CH3:21])=[CH:16][C:15]=3[CH3:22])=[CH:7][C:6]=2[C:5]2[CH:23]=[CH:24][C:25](/[CH:27]=[CH:28]/[P:29](=[O:36])([O:33]CC)[O:30]CC)=[CH:26][C:4]=2[N:3]=1.C[Si](Br)(C)C>C(Cl)Cl>[NH2:1][C:2]1[C:11]2[N:10]=[CH:9][C:8]([CH2:12][CH2:13][C:14]3[CH:19]=[CH:18][C:17]([O:20][CH3:21])=[CH:16][C:15]=3[CH3:22])=[CH:7][C:6]=2[C:5]2[CH:23]=[CH:24][C:25](/[CH:27]=[CH:28]/[P:29](=[O:30])([OH:33])[OH:36])=[CH:26][C:4]=2[N:3]=1. Reported procedure: To a solution of (E)-diethyl 2-(5-amino-2-(4-methoxy-2-methylphenethyl)benzo[f][1,7]naphthyridin-8-yl)vinylphosphonate (3-1) (1.0 equiv.) in DCM (0.095 M) at 0° C. was added TMSBr (10 equiv.). The reaction was warmed to room temperature over 2 hours, and then quenched with small amounts of MeOH. The DCM was removed by evaporation, and then added DMSO/water. The mixture was adjusted to pH 9 and directly purified on RP-HPLC using a C18 column, eluting with 10-40% 95:5 (MeCN/5 mM NH4OAc) in 10 mM N... Starting materials: NC1=NC2=C(C=3C=C(C=NC13)CCC1=C(C=C(C=C1)OC)C)C=CC(=C2)/C=C/P(OCC)(OCC)=O ((E)-diethyl 2-(5-amino-2-(4-methoxy-2-methylphenethyl)benzo[f][1,7]naphthyridin-8-yl)vinylphosphonate), C[Si](C)(C)Br (TMSBr).